This data is from the Open Reaction Database (ORD), a public repository of structured organic reaction records. The task is: describe an organic reaction: reactants, conditions, products, and yield Reactants: CC(=O)N1C(=O)OCC1c1ccccc1, CCC(=O)c1ccnc(OC)c1C(C)(C)O[SiH2]C(C)(C)C, C1CCOC1, C[Si](C)(C)[N-][Si](C)(C)C, [Li+]. Product: CCC(O)(CC(=O)N1C(=O)OCC1c1ccccc1)c1ccnc(OC)c1C(C)(C)O[SiH2]C(C)(C)C. RXN SMILES: [C:11]([CH3:12])(=[O:13])[N:14]1[C:15](=[O:25])[O:16][CH2:17][CH:18]1[c:19]1[cH:20][cH:21][cH:22][cH:23][cH:24]1.[C:26]([CH3:27])([CH3:28])([CH3:29])[SiH2:30][O:31][C:32]([c:33]1[c:34]([O:43][CH3:44])[n:35][cH:36][cH:37][c:38]1[C:39]([CH2:40][CH3:41])=[O:42])([CH3:45])[CH3:46].[CH2:47]1[O:48][CH2:49][CH2:50][CH2:51]1.[CH3:1][Si:2]([N-:3][Si:4]([CH3:5])([CH3:6])[CH3:7])([CH3:8])[CH3:9].[Li+:10]>>[C:11]([CH2:12][C:39]([c:38]1[c:33]([C:32]([O:31][SiH2:30][C:26]([CH3:27])([CH3:28])[CH3:29])([CH3:45])[CH3:46])[c:34]([O:43][CH3:44])[n:35][cH:36][cH:37]1)([CH2:40][CH3:41])[OH:42])(=[O:13])[N:14]1[C:15](=[O:25])[O:16][CH2:17][CH:18]1[c:19]1[cH:20][cH:21][cH:22][cH:23][cH:24]1. The reactants are C(C)OC(=O)[C@H]1[C@H](CC(N1C)=O)C1=CC=C(C=C1)O ((±)-(4R*,5R*)-5-ethoxycarbonyl-1-methyl-4-(4-hydroxyphenyl)pyrrolidin-2-one), CC(C)(C)[Si](C)(C)Cl (TBDMSCl), Cl (HCl), C(C)OC(=O)[C@H]1[C@H](CC(N1C)=O)C1=CC=C(C=C1)O ((±)-(4R*,5R*)-5-ethoxycarbonyl-1-methyl-4-(4-hydroxyphenyl)pyrrolidin-2-one), N1C=NC=C1 (imidazole). Run in CN(C)C=O (DMF). Reaction conditions: time 18 hour. Product: C(C)OC(=O)[C@H]1[C@H](CC(N1C)=O)C1=CC=C(C=C1)O[Si](C(C)(C)C)(C)C ((±)-(4R*,5R*)-5-ethoxycarbonyl-1-methyl-4-[4-(1,1,2,2-tetramethyl-1-silapropoxy)-phenyl)pyrrolidin-2-one). The yield is 88.6%. Reaction SMILES: [CH2:1]([O:3][C:4]([C@@H:6]1[N:10]([CH3:11])[C:9](=[O:12])[CH2:8][C@@H:7]1[C:13]1[CH:18]=[CH:17][C:16]([OH:19])=[CH:15][CH:14]=1)=[O:5])[CH3:2].N1C=CN=C1.[CH3:25][C:26]([Si:29](Cl)([CH3:31])[CH3:30])([CH3:28])[CH3:27].Cl>CN(C=O)C>[CH2:1]([O:3][C:4]([C@@H:6]1[N:10]([CH3:11])[C:9](=[O:12])[CH2:8][C@@H:7]1[C:13]1[CH:14]=[CH:15][C:16]([O:19][Si:29]([CH3:31])([CH3:30])[C:26]([CH3:28])([CH3:27])[CH3:25])=[CH:17][CH:18]=1)=[O:5])[CH3:2]. Procedure: To a solution of (±)-(4R*,5R*)-5-ethoxycarbonyl-1-methyl-4-(4-hydroxyphenyl)pyrrolidin-2-one (Intermediate W, 0.400 g, 1.53 mmol) in anhyd. DMF (1.5 mL) was added imidazole (0.240 g, 3.05 mmol), followed by TBDMSCl (0.250 g, 1.68 mmol) and the mixture stirred at room temperature for 18 h. The resulting mixture was poured into a 0.5N HCl solution and extracted with EtOAc. The combined organic layers were dried (MgsO4) and concentrated under reduced pressure give a clear oil which was purified by ...